Dataset: the Open Reaction Database (ORD), a public repository of structured organic reaction records. Task: describe an organic reaction: reactants, conditions, products, and yield The reactants are C1(=CC=CC2=CC=CC=C12)C=O (1-naphthaldehyde), C(C)O.CN(C)C=O (ethanol DMF), C1(CC(CCC1)=O)=O (cyclohexane-1,3-dione), C(C)OC(CC(N)=N)=O (amidinoacetic acid ethyl ester). The solvent is C(C)O (ethanol). The product is C(C)OC(=O)C1=C(NC=2CCCC(C2C1C1=CC=CC2=CC=CC=C12)=O)N (2-amino-4-(naphth-1-yl)-1,4,5,6,7,8-hexahydro-5-oxoquinoline-3-carboxylic acid ethyl ester). The yield is 64.0%. Reaction SMILES: [C:1]1([CH:11]=O)[C:10]2[C:5](=[CH:6][CH:7]=[CH:8][CH:9]=2)[CH:4]=[CH:3][CH:2]=1.[C:13]1(=[O:20])[CH2:18][CH2:17][CH2:16][C:15](=O)[CH2:14]1.[CH2:21]([O:23][C:24](=[O:29])[CH2:25][C:26](=[NH:28])[NH2:27])[CH3:22].C(O)C.CN(C=O)C>C(O)C>[CH2:21]([O:23][C:24]([C:25]1[CH:11]([C:1]2[C:10]3[C:5](=[CH:6][CH:7]=[CH:8][CH:9]=3)[CH:4]=[CH:3][CH:2]=2)[C:14]2[C:13](=[O:20])[CH2:18][CH2:17][CH2:16][C:15]=2[NH:27][C:26]=1[NH2:28])=[O:29])[CH3:22] |f:3.4|. Procedure: Upon boiling a solution of 6.3 g of 1-naphthaldehyde, 4.5 g of cyclohexane-1,3-dione and 5.2 g of amidinoacetic acid ethyl ester in 150 ml of ethanol for 2 hours, 2-amino-4-(naphth-1-yl)-1,4,5,6,7,8-hexahydro-5-oxoquinoline-3-carboxylic acid ethyl ester of melting point 279°C (ethanol/DMF) is obtained. Starting materials: ClC1=NC=C(C=C1)CNCCN (N-(2-chloro-5-pyridylmethyl)ethylene-diamine), C([O-])([O-])=O.[K+].[K+] (potassium carbonate), FC(C[N+](=O)[O-])(F)F (1,1,1-trifluoro-2-nitro-ethane). Run in CO (methanol), CO (methanol). Run at temperature 20 celsius, time 5 hour. The product is ClC1=NC=C(C=C1)CN1C(NCC1)=C[N+](=O)[O-] (1-(2-chloro-5-pyridylmethyl)-2-(nitromethylene)-imidazoline). Yield: 67.1%. As a reaction SMILES: [Cl:1][C:2]1[CH:7]=[CH:6][C:5]([CH2:8][NH:9][CH2:10][CH2:11][NH2:12])=[CH:4][N:3]=1.C(=O)([O-])[O-].[K+].[K+].F[C:20](F)(F)[CH2:21][N+:22]([O-:24])=[O:23]>CO>[Cl:1][C:2]1[CH:7]=[CH:6][C:5]([CH2:8][N:9]2[CH2:10][CH2:11][NH:12][C:20]2=[CH:21][N+:22]([O-:24])=[O:23])=[CH:4][N:3]=1 |f:1.2.3|. Procedure: 5 g (26.9 mmol) of N-(2-chloro-5-pyridylmethyl)ethylene-diamine and 11.7 g (84.6 mmol) of potassium carbonate are placed in 40 ml of methanol. A solution of 3.64 g (28.2 mmol) of 1,1,1-trifluoro-2-nitro-ethane in 20 ml of methanol is added dropwise at 5° C. to 10° C. within 30 minutes. After the addition is complete, the mixture is stirred for 5 hours at 20° C. The mixture is then concentrated by removal of the solvent by distillation in vacuo, and the residue is taken up in methylene chloride, ...